Dataset: the Open Reaction Database (ORD), a public repository of structured organic reaction records. Task: describe an organic reaction: reactants, conditions, products, and yield Starting materials: C(CN)N (ethylene diamine), O.O.O.O.O.O.Cl(=O)(=O)(=O)[O-].[Cr+3].Cl(=O)(=O)(=O)[O-].Cl(=O)(=O)(=O)[O-] (chromium perchlorate hexahydrate), C(CN)N (ethylene diamine), [Cr] (chromium). Solvent: O (water), O (water). Conditions: time 48 hour. Product: Cl(=O)(=O)(=O)[O-].[Cr+3].Cl(=O)(=O)(=O)[O-].Cl(=O)(=O)(=O)[O-] (Chromium Perchlorate). As a reaction SMILES: O.O.O.O.O.O.[Cl:7]([O-:11])(=[O:10])(=[O:9])=[O:8].[Cr+3:12].[Cl:13]([O-:17])(=[O:16])(=[O:15])=[O:14].[Cl:18]([O-:22])(=[O:21])(=[O:20])=[O:19].C(N)CN.[Cr]>O>[Cl:7]([O-:11])(=[O:10])(=[O:9])=[O:8].[Cr+3:12].[Cl:13]([O-:17])(=[O:16])(=[O:15])=[O:14].[Cl:18]([O-:22])(=[O:21])(=[O:20])=[O:19] |f:0.1.2.3.4.5.6.7.8.9,13.14.15.16|. Reported procedure: Dissolve chromium perchlorate hexahydrate (4.58 g) into 25 mL of purified water and shake vial thoroughly until all solid dissolves. In another vial, add 608 uL of ethylene diamine into 25 mL of purified water and shake the vial to mix. Add the ethylene diamine solution to the chromium solution. A precipitate will form upon addition. Shake the resulting solution on a platform mixer for 48 hrs. No precipitate should be visible. Any residual precipitate should be removed by centrifuging the soluti... The reactants are C(C)(=O)O[BH-](OC(C)=O)OC(C)=O.[Na+] (sodium triacetoxyborohydride), C(CC)=O (propionaldehyde), Cl.ClC1=C(CNC(=O)C2CCNCC2)C=CC(=C1)C(=O)N1C2=C(NC=3N(N=CC3C1)C)C=CC=C2 (piperidine-4-carboxylic acid 2-chloro-4-(3-methyl-4,10-dihydro-3H-2,3,4,9-tetraaza-benzo[f]azulene-9-carbonyl)-benzylamide hydrochloride). Solvent: CN(C)C=O (DMF), ClCCCl (1,2-dichloroethane), ClCCCl (1,2-dichloroethane), CCN(C(C)C)C(C)C (DIEA). Conditions: time 1 hour. Yields the product ClC1=C(CNC(=O)C2CCN(CC2)CCC)C=CC(=C1)C(=O)N1C2=C(NC=3N(N=CC3C1)C)C=CC=C2 (1-Propyl-piperidine-4-carboxylic Acid 2-chloro-4-(3-methyl-4,10-dihydro-3H-2,3,4,9-tetraaza-benzo[f]azulene-9-carbonyl)-benzylamide). RXN SMILES: [CH:1](=O)[CH2:2][CH3:3].Cl.[Cl:6][C:7]1[CH:22]=[C:21]([C:23]([N:25]2[CH2:34][C:33]3[CH:32]=[N:31][N:30]([CH3:35])[C:29]=3[NH:28][C:27]3[CH:36]=[CH:37][CH:38]=[CH:39][C:26]2=3)=[O:24])[CH:20]=[CH:19][C:8]=1[CH2:9][NH:10][C:11]([CH:13]1[CH2:18][CH2:17][NH:16][CH2:15][CH2:14]1)=[O:12].C(O[BH-](OC(=O)C)OC(=O)C)(=O)C.[Na+]>ClCCCl.CCN(C(C)C)C(C)C.CN(C=O)C>[Cl:6][C:7]1[CH:22]=[C:21]([C:23]([N:25]2[CH2:34][C:33]3[CH:32]=[N:31][N:30]([CH3:35])[C:29]=3[NH:28][C:27]3[CH:36]=[CH:37][CH:38]=[CH:39][C:26]2=3)=[O:24])[CH:20]=[CH:19][C:8]=1[CH2:9][NH:10][C:11]([CH:13]1[CH2:14][CH2:15][N:16]([CH2:1][CH2:2][CH3:3])[CH2:17][CH2:18]1)=[O:12] |f:1.2,3.4|. Reported procedure: A solution of propionaldehyde (0.29 mg, 0.005 mmol) in 1,2-dichloroethane (0.05 ml) was added to a solution of piperidine-4-carboxylic acid 2-chloro-4-(3-methyl-4,10-dihydro-3H-2,3,4,9-tetraaza-benzo[f]azulene-9-carbonyl)-benzylamide hydrochloride (Compound number 1109) (2.8 mg, 0.005 mmol) in 1,2-dichloroethane (0.05 ml) and DIEA (0.0026 ml). The mixture was stirred at room temperature for 1 h then a solution of sodium triacetoxyborohydride (1.59 mg, 0.0075 mmol) in DMF (0.05 ml) was added. The... Starting materials: BrCc1cccc(Br)c1, N#Cc1ccc(Nn2cncn2)cc1. Product: N#Cc1ccc(N(Cc2cccc(Br)c2)n2cncn2)cc1. RXN SMILES: [Br:15][c:16]1[cH:17][c:18]([CH2:19][Br:20])[cH:21][cH:22][cH:23]1.[C:1](#[N:2])[c:3]1[cH:4][cH:5][c:6]([NH:9][n:10]2[n:11][cH:12][n:13][cH:14]2)[cH:7][cH:8]1>>[C:1](#[N:2])[c:3]1[cH:4][cH:5][c:6]([N:9]([n:10]2[n:11][cH:12][n:13][cH:14]2)[CH2:19][c:18]2[cH:17][c:16]([Br:15])[cH:23][cH:22][cH:21]2)[cH:7][cH:8]1. The reactants are C1(CC1)N1CCN(CC1)C=1SC2=C(N1)C=CC(=C2)NC(C)=O (N-[2-(4-cyclopropylpiperazin-1-yl)benzothiazol-6-yl]-acetamide), Cl (hydrochloric acid), [OH-].[Na+] (sodium hydroxide). The solvent is CCO (EtOH). Yields the product C1(CC1)N1CCN(CC1)C=1SC2=C(N1)C=CC(=C2)N (2-(4-cyclopropylpiperazin-1-yl)benzothiazol-6-ylamine). Yield: 86.8%. As a reaction SMILES: [CH:1]1([N:4]2[CH2:9][CH2:8][N:7]([C:10]3[S:11][C:12]4[CH:18]=[C:17]([NH:19]C(=O)C)[CH:16]=[CH:15][C:13]=4[N:14]=3)[CH2:6][CH2:5]2)[CH2:3][CH2:2]1.Cl.[OH-].[Na+]>CCO>[CH:1]1([N:4]2[CH2:5][CH2:6][N:7]([C:10]3[S:11][C:12]4[CH:18]=[C:17]([NH2:19])[CH:16]=[CH:15][C:13]=4[N:14]=3)[CH2:8][CH2:9]2)[CH2:3][CH2:2]1 |f:2.3|. Reported procedure: To a solution of N-[2-(4-cyclopropylpiperazin-1-yl)benzothiazol-6-yl]-acetamide (679 mg, 2.15 mmol) in EtOH (36 mL) was added concentrated hydrochloric acid (7.2 mL). The mixture was heated at reflux for 2 h. After cooling, the mixture was neutralized with 15% sodium hydroxide. The volatiles were removed under reduced pressure and the residue was dissolved in methanol (10 mL). The mixture was filtered and the filtrate was concentrated in vacuo to give 512 mg (87%) of 2-(4-cyclopropylpiperazin-1-... Reactants: C(C)(C)(C)OC(=O)N1CCC(CC1)NC(C1=CC(=C(C(=C1)C)C(=O)OC(C)(C)C)C)=O (4-(4-tert-butoxycarbonyl-3,5-dimethyl-benzoylamino)-piperidine-1-carboxylic acid tert-butyl ester), FC(C(=O)O)(F)F (trifluoroacetic acid), CC1=C(C(=O)O)C(=CC(=C1)C(=O)NC1CCNCC1)C (2,6-dimethyl-N-piperidin-4-yl-terephthalamic acid), C(C)(C)OC=1C=C(C=O)C=C(C1)OC(C)C (3,5-diisopropoxy-benzaldehyde), C(#N)[BH3-].[Na+] (sodium cyanoborohydride), OC=1C=C(C=O)C=C(C1)O (3,5-dihydroxy-benzaldehyde), BrC(C)C (2-bromopropane), C([O-])([O-])=O.[K+].[K+] (potassium carbonate), C(C)N(C(C)C)C(C)C (N-ethyl-diisopropylamine). Solvent: ClCCl (dichloromethane), C(C)O (ethanol), C(C)(=O)O (acetic acid), CN(C)C=O (DMF). Yields the product C(C)(C)OC=1C=C(CN2CCC(CC2)NC(C2=CC(=C(C(=O)O)C(=C2)C)C)=O)C=C(C1)OC(C)C (N-[1-(3,5-Diisopropoxy-benzyl)-piperidin-4-yl]-2,6-dimethyl-terephthalamic acid). Reaction SMILES: [CH3:1][C:2]1[CH:10]=[C:9]([C:11]([NH:13][CH:14]2[CH2:19][CH2:18][NH:17][CH2:16][CH2:15]2)=[O:12])[CH:8]=[C:7]([CH3:20])[C:3]=1[C:4]([OH:6])=[O:5].C(OC(N1CCC(NC(=O)[C:36]2[CH:41]=[C:40](C)[C:39]([C:43](OC(C)(C)C)=O)=[C:38](C)[CH:37]=2)CC1)=O)(C)(C)C.FC(F)(F)C(O)=O.[CH:59]([O:62]C1C=C(C=C(OC(C)C)C=1)C=O)([CH3:61])[CH3:60].[OH:75][C:76]1[CH:77]=C(C=C(O)[CH:83]=1)C=O.BrC(C)C.C(=O)([O-])[O-].[K+].[K+].C([BH3-])#N.[Na+].C(N(C(C)C)C(C)C)C>ClCCl.CN(C=O)C.C(O)C.C(O)(=O)C>[CH:59]([O:62][C:41]1[CH:40]=[C:39]([CH:38]=[C:37]([O:75][CH:76]([CH3:77])[CH3:83])[CH:36]=1)[CH2:43][N:17]1[CH2:16][CH2:15][CH:14]([NH:13][C:11](=[O:12])[C:9]2[CH:10]=[C:2]([CH3:1])[C:3]([C:4]([OH:6])=[O:5])=[C:7]([CH3:20])[CH:8]=2)[CH2:19][CH2:18]1)([CH3:61])[CH3:60] |f:6.7.8,9.10|. Procedure details: In analogy to the procedure described in example 50k), 2,6-dimethyl-N-piperidin-4-yl-terephthalamic acid [prepared from 4-(4-tert-butoxycarbonyl-3,5-dimethyl-benzoylamino)-piperidine-1-carboxylic acid tert-butyl ester and trifluoroacetic acid in dichloromethane in analogy to the procedure described in example 50i)] was reacted with 3,5-diisopropoxy-benzaldehyde [prepared from 3,5-dihydroxy-benzaldehyde and 2-bromopropane, potassium carbonate in DMF at 60° C. in analogy to the procedure described... The reactants are CCc1ccc(N=C=O)cc1, C1CCOC1, O=C(NCc1ccccc1Cl)N1CCCC1CO. Product: CCc1ccc(NC(=O)OCC2CCCN2C(=O)NCc2ccccc2Cl)cc1. RXN SMILES: [CH2:19]([CH3:20])[c:21]1[cH:22][cH:23][c:24]([N:27]=[C:28]=[O:29])[cH:25][cH:26]1.[CH2:30]1[O:31][CH2:32][CH2:33][CH2:34]1.[Cl:1][c:2]1[c:3]([CH2:4][NH:5][C:6](=[O:7])[N:8]2[CH:9]([CH2:13][OH:14])[CH2:10][CH2:11][CH2:12]2)[cH:15][cH:16][cH:17][cH:18]1>>[Cl:1][c:2]1[c:3]([CH2:4][NH:5][C:6](=[O:7])[N:8]2[CH:9]([CH2:13][O:14][C:28]([NH:27][c:24]3[cH:23][cH:22][c:21]([CH2:19][CH3:20])[cH:26][cH:25]3)=[O:29])[CH2:10][CH2:11][CH2:12]2)[cH:15][cH:16][cH:17][cH:18]1. The reactants are Cl (HCl), C1(CCCC1)OC1=NC(=CC(=N1)CC1=CC=C(C=C1)CC(=O)OC)C(F)(F)F (methyl 2-(4-((2-(cyclopentyloxy)-6-(trifluoromethyl)pyrimidin-4-yl)methyl)phenyl)acetate), O1CCOCC1 (dioxane), O.[OH-].[Li+] (lithium hydroxide monohydrate). Run in C(C)(=O)OCC (ethyl acetate), O (water). Run at temperature 50 celsius, time 1.5 hour. Yields the product C1(CCCC1)OC1=NC(=CC(=N1)CC1=CC=C(C=C1)CC(=O)O)C(F)(F)F (2-(4-((2-(Cyclopentyloxy)-6-(trifluoromethyl)pyrimidin-4-yl)methyl)phenyl)acetic acid). Isolated yield 53.6%. RXN SMILES: [CH:1]1([O:6][C:7]2[N:12]=[C:11]([CH2:13][C:14]3[CH:19]=[CH:18][C:17]([CH2:20][C:21]([O:23]C)=[O:22])=[CH:16][CH:15]=3)[CH:10]=[C:9]([C:25]([F:28])([F:27])[F:26])[N:8]=2)[CH2:5][CH2:4][CH2:3][CH2:2]1.O1CCOCC1.O.[OH-].[Li+].Cl>C(OCC)(=O)C.O>[CH:1]1([O:6][C:7]2[N:12]=[C:11]([CH2:13][C:14]3[CH:19]=[CH:18][C:17]([CH2:20][C:21]([OH:23])=[O:22])=[CH:16][CH:15]=3)[CH:10]=[C:9]([C:25]([F:27])([F:28])[F:26])[N:8]=2)[CH2:5][CH2:4][CH2:3][CH2:2]1 |f:2.3.4|. Procedure details: An 100-mL round bottom flask was charged with methyl 2-(4-((2-(cyclopentyloxy)-6-(trifluoromethyl)pyrimidin-4-yl)methyl)phenyl)acetate (0.100 g, 0.25 mmol), dioxane (6 ml) and water (3 ml). To this solution was then added lithium hydroxide monohydrate (0.053 g, 1.26 mmol). The resulting mixture was stirred at 50° C. for 1.5 h. The cooled reaction mixture was treated with 2N aqueous HCl until pH˜5, then diluted with ethyl acetate (75 mL). The organic layer was washed with saturated sodium chlorid... Yields the product CC1=CC(=C(C=C1)O)I (4-methyl-2-Iodophenol). Isolated yield 78.0%. Procedure: 4-Methylphenol (2.69 g, 24.86 mmol) was dissolved in 50 mL of methanol, and then sodium iodide (3.84 g, 25.60 mmol) and sodium hydroxide (1.16 g, 29.00 mmol) were added. Under nitrogen atmosphere, the solution was cooled down to 0° C. One equivalent of sodium hypochlorite (5.0% NaOCl, 40.0 mL) was added drop wise adjusting the drip rate to maintain a reaction temperature of 0-3° C. A red color appeared and faded instantly when sodium hypochlorite hit the solution. After complete addition, the mi... Reaction conditions: temperature 0 celsius, time 1 hour. The solvent is ClCCl (dichloromethane), CO (methanol). As a reaction SMILES: [CH3:1][C:2]1[CH:7]=[CH:6][C:5]([OH:8])=[CH:4][CH:3]=1.[I-:9].[Na+].[OH-].[Na+].Cl[O-].[Na+].S([O-])([O-])(=O)=S.[Na+].[Na+].Cl>CO.ClCCl>[CH3:1][C:2]1[CH:7]=[CH:6][C:5]([OH:8])=[C:4]([I:9])[CH:3]=1 |f:1.2,3.4,5.6,7.8.9|. Starting materials: S(=S)(=O)([O-])[O-].[Na+].[Na+] (sodium thiosulfate), Cl (hydrochloric acid), Cl[O-].[Na+] (sodium hypochlorite), [I-].[Na+] (sodium iodide), [OH-].[Na+] (sodium hydroxide), Cl[O-].[Na+] (sodium hypochlorite), CC1=CC=C(C=C1)O (4-Methylphenol). The reactants are C(C)(C)(C)OC(=O)NCCCN(CCCNC1=NC(=NC=2NC3=CC(=CC=C3C21)C(=O)OC)CC2=CC(=CC=C2)C(C(F)(F)F)=NOS(=O)(=O)C2=CC=C(C)C=C2)C (methyl 4-((3-((3-((tert-butoxycarbonyl)amino)propyl)(methyl)amino)propyl)amino)-2-(3-(2,2,2-trifluoro-1-((tosyloxy)imino)ethyl)benzyl)-9H-pyrimido[4,5-b]indole-7-carboxylate), N (ammonia). The solvent is C(Cl)Cl (DCM). Reaction conditions: temperature 20 celsius, time 3 hour. Yields the product C(C)(C)(C)OC(=O)NCCCN(CCCNC1=NC(=NC=2NC3=CC(=CC=C3C21)C(=O)OC)CC2=CC(=CC=C2)C2(NN2)C(F)(F)F)C (methyl 4-((3-((3-((tert-butoxycarbonyl)amino)propyl)(methyl)amino)propyl)amino)-2-(3-(3-(trifluoromethyl)diaziridin-3-yl)benzyl)-9H-pyrimido[4,5-b]indole-7-carboxylate). Isolated yield 78.8%. As a reaction SMILES: [C:1]([O:5][C:6]([NH:8][CH2:9][CH2:10][CH2:11][N:12]([CH3:58])[CH2:13][CH2:14][CH2:15][NH:16][C:17]1[C:29]2[C:28]3[C:23](=[CH:24][C:25]([C:30]([O:32][CH3:33])=[O:31])=[CH:26][CH:27]=3)[NH:22][C:21]=2[N:20]=[C:19]([CH2:34][C:35]2[CH:40]=[CH:39][CH:38]=[C:37]([C:41](=[N:46]OS(C3C=CC(C)=CC=3)(=O)=O)[C:42]([F:45])([F:44])[F:43])[CH:36]=2)[N:18]=1)=[O:7])([CH3:4])([CH3:3])[CH3:2].[NH3:59]>C(Cl)Cl>[C:1]([O:5][C:6]([NH:8][CH2:9][CH2:10][CH2:11][N:12]([CH3:58])[CH2:13][CH2:14][CH2:15][NH:16][C:17]1[C:29]2[C:28]3[C:23](=[CH:24][C:25]([C:30]([O:32][CH3:33])=[O:31])=[CH:26][CH:27]=3)[NH:22][C:21]=2[N:20]=[C:19]([CH2:34][C:35]2[CH:40]=[CH:39][CH:38]=[C:37]([C:41]3([C:42]([F:43])([F:44])[F:45])[NH:59][NH:46]3)[CH:36]=2)[N:18]=1)=[O:7])([CH3:4])([CH3:2])[CH3:3]. Reported procedure: A solution of methyl 4-((3-((3-((tert-butoxycarbonyl)amino)propyl)(methyl)amino)propyl)amino)-2-(3-(2,2,2-trifluoro-1-((tosyloxy)imino)ethyl)benzyl)-9H-pyrimido[4,5-b]indole-7-carboxylate (0.217 g, 0.263 mmol) in DCM (5.07 mL) was cooled to −78° C. and ammonia (1.7 mL, 79 mmol) was condensed into the sealed tube. The mixture was allowed to slowly warm to 20° C. and stirred for 3 hours. After cooling again to −78° C., the sealed tube was fitted with a septa with gas outlet and slowly warmed to 20... Isolated yield 21.1%. RXN SMILES: [NH2:1][CH2:2][C:3]1[CH:4]=[CH:5][C:6]([CH2:11][N:12]([CH2:23][C:24]2[C:29]([CH3:30])=[CH:28][CH:27]=[CH:26][N:25]=2)[C@@H:13]2[C:22]3[C:17](=[CH:18][CH:19]=[CH:20]C=3)[CH2:16][CH2:15][CH2:14]2)=[C:7]([CH2:9][OH:10])[CH:8]=1.[C:31]1([C@H:37]([CH2:41][CH3:42])[C:38]([OH:40])=O)[CH:36]=[CH:35][CH:34]=[CH:33][CH:32]=1.CC[N:45]=C=NCCCN(C)C.C1C=CC2N(O)N=NC=2C=1.CCN(C(C)C)C(C)C>C(Cl)Cl>[OH:10][CH2:9][C:7]1[CH:8]=[C:3]([CH:4]=[CH:5][C:6]=1[CH2:11][N:12]([CH2:23][C:24]1[C:29]([CH3:30])=[CH:28][CH:27]=[CH:26][N:25]=1)[CH:13]1[C:22]2[N:45]=[CH:20][CH:19]=[CH:18][C:17]=2[CH2:16][CH2:15][CH2:14]1)[CH2:2][NH:1][C:38](=[O:40])[CH:37]([C:31]1[CH:32]=[CH:33][CH:34]=[CH:35][CH:36]=1)[CH2:41][CH3:42]. The reactants are C1(=CC=CC=C1)[C@@H](C(=O)O)CC ((S)-2-phenylbutyric acid), CCN=C=NCCCN(C)C (EDCI), C=1C=CC2=C(C1)N=NN2O (HOBT), CCN(C(C)C)C(C)C (DIPEA), NCC=1C=CC(=C(C1)CO)CN([C@H]1CCCC2=CC=CC=C12)CC1=NC=CC=C1C ((S)-(5-aminomethyl-2-{[(3-methyl-pyridin-2-ylmethyl)-(1,2,3,4-tetrahydro-naphthalen-1-yl)amino]-methyl}-phenyl)-methanol). Run in C(Cl)Cl (CH2Cl2). Procedure details: Using General Procedure G: To a solution (S)-(5-aminomethyl-2-{[(3-methyl-pyridin-2-ylmethyl)-(1,2,3,4-tetrahydro-naphthalen-1-yl)amino]-methyl}-phenyl)-methanol (128 mg, 0.32 mmol) dissolved in CH2Cl2 (10 mL) was added (S)-2-phenylbutyric acid (74 μl, 0.48 mmol), EDCI (92 mg, 0.48 mmol), HOBT (65 mg, 0.48 mmol), and DIPEA (83 μl, 0.48 mmol). Purification via column chromatography on silica gel (CH2Cl2:MeOH, 97:3, v/v) afforded COMPOUND 439 as a colorless oil (37 mg, 22%). 1H NMR (CDCl3) δ 0.86 ... Yields the product OCC=1C=C(CNC(C(CC)C2=CC=CC=C2)=O)C=CC1CN(C1CCCC=2C=CC=NC12)CC1=NC=CC=C1C (N-(-3-hydroxymethyl-4-{[(3-methyl-pyridin-2-ylmethyl)-(5,6,7,8-tetrahydro-quinolin-8-yl)-amino]-methyl}-benzyl)-2-phenyl-butyramide).